From a dataset of the Open Reaction Database (ORD), a public repository of structured organic reaction records. describe an organic reaction: reactants, conditions, products, and yield Starting materials: NCCNCCNCCNCCN (tetraethylenepentamine), [Si](OC)(OC)(OC)CCCCl ((CH3O)3Si(CH2)3Cl), CO (CH3OH). Run in O (water), O (water). Run at temperature 65 celsius. Yields the product CO[Si](OC)(OC)C(CCNCCNCCNCCNCCN)[Si](OC)(OC)OC (Bis-trimethoxysilylpropyltetraethylene pentamine). RXN SMILES: [NH2:1][CH2:2][CH2:3][NH:4][CH2:5][CH2:6][NH:7][CH2:8][CH2:9][NH:10][CH2:11][CH2:12][NH2:13].[Si:14]([CH2:21][CH2:22][CH2:23]Cl)([O:19][CH3:20])([O:17][CH3:18])[O:15][CH3:16].[CH3:25][OH:26]>O>[CH3:16][O:15][Si:14]([CH:21]([Si:14]([O:17][CH3:18])([O:15][CH3:16])[O:26][CH3:25])[CH2:22][CH2:23][NH:13][CH2:12][CH2:11][NH:10][CH2:9][CH2:8][NH:7][CH2:6][CH2:5][NH:4][CH2:3][CH2:2][NH2:1])([O:19][CH3:20])[O:17][CH3:18]. Procedure: In a reaction flask, equipped as in example 1, there was placed 20 gms. (0.1 mole plus 10% mole excess) of tetraethylenepentamine, 40 gms. (0.2 moles) of distilled (CH3O)3Si(CH2)3Cl and 40 gms. of CH3OH. This mixture was refluxed (about 65° C.) for 3 hours where a titration showed 0.07 equiv. of Cl-. The reaction was continued at reflux for an additional 21 hours whereupon the reaction mass titrated at 0.19 equiv. of Cl-. A crude sample of this material (10 weight %) gave an initial hazy solutio... Reactants: 2-carboxyl, N1C=CC2=CC=CC=C12 (indole), C=C[C@H]1CN2CC[C@H]1C[C@H]2[C@@H](C3=CC=NC4=CC=CC=C34)O ((−)-Cinchonidine), 3-phosphoindoles, Formula I/II. The product is C=C[C@H]1CN2CC[C@H]1C[C@@H]2[C@H](C3=CC=NC4=CC=CC=C34)O ((+)-Cinchonine). Procedure: Chemical resolution of the 2-carboxyl derivative of 3-phosphoindoles of Formula I/II was performed on 280.82 g of 1 using (−)-Cinchonidine 2 (Scheme 15, to obtain the required enantiomer, first eluting isomer by chiral HPLC analysis) and (+)-Cinchonine 3 (which can be used to remove the undesired enantiomer from the filtrate, second eluting isomer by chiral HPLC analysis). Reaction SMILES: N1C2C(=CC=CC=2)C=C1.[CH2:10]=[CH:11][C@@H:12]1[C@@H:17]2[CH2:18][C@@H:19]([C@H:20]([OH:31])[C:21]3[C:30]4[C:25](=[CH:26][CH:27]=[CH:28][CH:29]=4)[N:24]=[CH:23][CH:22]=3)[N:14]([CH2:15][CH2:16]2)[CH2:13]1>>[CH2:10]=[CH:11][C@@H:12]1[C@@H:17]2[CH2:18][C@H:19]([C@@H:20]([OH:31])[C:21]3[C:30]4[C:25](=[CH:26][CH:27]=[CH:28][CH:29]=4)[N:24]=[CH:23][CH:22]=3)[N:14]([CH2:15][CH2:16]2)[CH2:13]1. Starting materials: N1=CN=C(C=C1)NS(=O)(=O)C=1C=C2C=CC=C(C2=CC1)C1=C(C=C(C=C1)C(F)(F)F)C1=CCN(CC1)C(=O)OC(C)(C)C (tert-butyl 4-(2-(6-(N-(pyrimidin-4-yl)sulfamoyl)naphthalen-1-yl)-5-(trifluoromethyl)phenyl)-5,6-dihydropyridine-1(2H)-carboxylate), N1=CN=C(C=C1)NS(=O)(=O)C=1C=C2C=CC=C(C2=CC1)C1=C(C=C(C=C1)C(F)(F)F)C1=CCN(CC1)C(=O)OC(C)(C)C (tert-butyl 4-(2-(6-(N-(pyrimidin-4-yl)sulfamoyl)naphthalen-1-yl)-5-(trifluoromethyl)phenyl)-5,6-dihydropyridine-1(2H)-carboxylate), FC(C(=O)O)(F)F (trifluoroacetic acid). The solvent is C(Cl)Cl (DCM). Yields the product FC(C(=O)O)(F)F.N1=CN=C(C=C1)NS(=O)(=O)C1=CC2=CC=CC(=C2C=C1)C1=C(C=C(C=C1)C(F)(F)F)C=1CCNCC1 (N-(pyrimidin-4-yl)-5-(2-(1,2,3,6-tetrahydropyridin-4-yl)-4-(trifluoromethyl)phenyl)naphthalene-2-sulfonamide 2,2,2-trifluoroacetate). The yield is 27.5%. As a reaction SMILES: [N:1]1[CH:6]=[CH:5][C:4]([NH:7][S:8]([C:11]2[CH:12]=[C:13]3[C:18](=[CH:19][CH:20]=2)[C:17]([C:21]2[CH:26]=[CH:25][C:24]([C:27]([F:30])([F:29])[F:28])=[CH:23][C:22]=2[C:31]2[CH2:36][CH2:35][N:34](C(OC(C)(C)C)=O)[CH2:33][CH:32]=2)=[CH:16][CH:15]=[CH:14]3)(=[O:10])=[O:9])=[N:3][CH:2]=1.[F:44][C:45]([F:50])([F:49])[C:46]([OH:48])=[O:47]>C(Cl)Cl>[F:44][C:45]([F:50])([F:49])[C:46]([OH:48])=[O:47].[N:1]1[CH:6]=[CH:5][C:4]([NH:7][S:8]([C:11]2[CH:20]=[CH:19][C:18]3[C:13](=[CH:14][CH:15]=[CH:16][C:17]=3[C:21]3[CH:26]=[CH:25][C:24]([C:27]([F:28])([F:29])[F:30])=[CH:23][C:22]=3[C:31]3[CH2:36][CH2:35][NH:34][CH2:33][CH:32]=3)[CH:12]=2)(=[O:10])=[O:9])=[N:3][CH:2]=1 |f:3.4|. Reported procedure: A round bottom flask was charged with tert-butyl 4-(2-(6-(N-(pyrimidin-4-yl)sulfamoyl)naphthalen-1-yl)-5-(trifluoromethyl)phenyl)-5,6-dihydropyridine-1(2H)-carboxylate (Intermediate Y) (0.031 g, 0.051 mmol) and DCM (0.508 mL) and trifluoroacetic acid (3.91 μl, 0.051 mmol) was added. The resulting solution was maintained at rt for 18 h and then concentrated. The residue was taken up in minimal MeOH/DMSO and purified by preparative HPLC (Phenomenex C18 150×30 mm, 5 μm: 25 to 85% CH3CN:H2O (1% TFA ... The reactants are C1CCOC1, CCOC(=O)c1cc(C)c(C=C(C)C)cn1, CCO. Product: CCOC(=O)c1cc(C)c(CC(C)C)cn1. As a reaction SMILES: [CH2:17]1[O:18][CH2:19][CH2:20][CH2:21]1.[CH2:1]([CH3:2])[O:3][C:4](=[O:5])[c:6]1[n:7][cH:8][c:9]([CH:13]=[C:14]([CH3:15])[CH3:16])[c:10]([CH3:12])[cH:11]1.[CH3:22][CH2:23][OH:24]>>[CH2:1]([CH3:2])[O:3][C:4](=[O:5])[c:6]1[n:7][cH:8][c:9]([CH2:13][CH:14]([CH3:15])[CH3:16])[c:10]([CH3:12])[cH:11]1. The reactants are NC=1N=NC(C1)=O (3-amino-5-pyrazolone), [N+](=O)([O-])C=1C=C(C=CC1)C=C(C(=O)OC(C)C)C(C)=O (2-[(3-nitrophenyl)methylene]-3-oxobutanoic acid, 1-methylethyl ester). Run in CN(C=O)C (dimethylformamide), CCOCC (ether). Conditions: temperature 70 celsius. Product: CC=1NC=2N(C(C1C(=O)OC(C)C)C1=CC(=CC=C1)[N+](=O)[O-])NC(C2)=O (1,2,4,7-Tetrahydro-5-methyl-7-(3-nitrophenyl)-2-oxopyrazolo[1,5-a]pyrimdine-6-carboxylic acid, 1-methylethyl ester). As a reaction SMILES: [NH2:1][C:2]1[N:3]=[N:4][C:5](=[O:7])[CH:6]=1.[N+:8]([C:11]1[CH:12]=[C:13]([CH:17]=[C:18]([C:25](=O)[CH3:26])[C:19]([O:21][CH:22]([CH3:24])[CH3:23])=[O:20])[CH:14]=[CH:15][CH:16]=1)([O-:10])=[O:9]>CN(C)C=O.CCOCC>[CH3:26][C:25]1[NH:1][C:2]2[N:3]([NH:4][C:5](=[O:7])[CH:6]=2)[CH:17]([C:13]2[CH:14]=[CH:15][CH:16]=[C:11]([N+:8]([O-:10])=[O:9])[CH:12]=2)[C:18]=1[C:19]([O:21][CH:22]([CH3:23])[CH3:24])=[O:20]. Procedure: A mixture of 3-amino-5-pyrazolone (3.57 g; 36.1 mmole) and 2-[(3-nitrophenyl)methylene]-3-oxobutanoic acid, 1-methylethyl ester (10.0 g; 36.1 mmole) in dry dimethylformamide (30 ml) was heated at 70° C. under argon for 24 hours. The reaction mixture was allowed to cool to room temperature and then diluted with ether. The resultant precipitate was filtered off and recrystallized from isopropanol to provide the title compound in crystalline form (4.23 g; melting point 254°-256° C.). The reactants are FC(CCCCOC1(CC=C(S(=O)(=O)[O-])C=C1)C)(C(C(C(F)(F)F)(F)F)(F)F)F (4-(5,5,6,6,7,7,8,8,8-nonafluoro-octyloxy)-tosylate), buta-1,3-diene-2-magnesium chloride, C(C1=CC=CC=C1)OC1=CC2=CC=C(C=C2C=C1)Br (2-Benzyloxy-6-bromo-naphthalene), ( 38 ). Yields the product FC(CCCCC(=C)C=C)(C(C(C(F)(F)F)(F)F)(F)F)F (2-(5,5,6,6,7,7,8,8,8-Nonafluoro-octyl)-buta-1,3-diene), oil. Reaction SMILES: [F:1][C:2]([F:29])([C:19]([F:28])([F:27])[C:20]([F:26])([F:25])[C:21]([F:24])([F:23])[F:22])[CH2:3][CH2:4][CH2:5][CH2:6]OC1(C)C=CC(S([O-])(=O)=O)=CC1.[CH2:30](OC1C=CC2C(=CC=C(Br)C=2)C=1)[C:31]1C=CC=[CH:33][CH:32]=1>C1COCC1.[Cu]Br>[F:29][C:2]([F:1])([C:19]([F:27])([F:28])[C:20]([F:25])([F:26])[C:21]([F:22])([F:23])[F:24])[CH2:3][CH2:4][CH2:5][CH2:6][C:31]([CH:32]=[CH2:33])=[CH2:30]. Procedure details: To a solution of 4-(5,5,6,6,7,7,8,8,8-nonafluoro-octyl)-tosylate (10), (1 equi) and copper (I) bromide (0.05 equi.) in THF (2 mL/mmole), a solution of buta-1,3-diene-2-magnesium chloride, prepared as described in (3), (38) (0.5M in THF) (1.3 equi.) was added at ice temperature over a period of 20 min. The reaction mixture was stirred at room temperature for 24 h, quenched with 5% aqueous ammonium chloride (1 mL/mmole), extracted with hexane, washed with brine, dried over MgSO4, and concentrated ... Yield: 96.0%. The reagents and catalysts are [Cu]Br (copper (I) bromide). Reaction conditions: time 24 hour. The solvent is C1CCOC1 (THF). The reactants are CC#N, Cc1ccnc(C)c1CO. Yields the product Cc1ccnc(C)c1C=O. RXN SMILES: [CH3:11][C:12]#[N:13].[CH3:1][c:2]1[n:3][cH:4][cH:5][c:6]([CH3:10])[c:7]1[CH2:8][OH:9]>>[CH3:1][c:2]1[n:3][cH:4][cH:5][c:6]([CH3:10])[c:7]1[CH:8]=[O:9].